describe an organic reaction: reactants, conditions, products, and yield From a dataset of the Open Reaction Database (ORD), a public repository of structured organic reaction records. The reactants are S1(N=C(C2=C1C=CC=C2)N)(=O)=O (1,2-benzisothiazol-3-amine 1,1-dioxide), C([O-])([O-])=O.[Cs+].[Cs+] (cesium carbonate), CS(=O)(=O)OC1CN(C1)C(C1=CC=C(C=C1)Cl)C1=CC=C(C=C1)Cl (1-[bis(4-chlorophenyl)methyl]azetidin-3-yl methylsulfonate). Solvent: CN(C=O)C (dimethylformamide). Run at temperature 100 celsius, time 9 hour. The product is ClC1=CC=C(C=C1)C(N1CC(C1)NC1=NS(C2=C1C=CC=C2)(=O)=O)C2=CC=C(C=C2)Cl (N-{1-[bis(4-chlorophenyl)methyl]azetidin-3-yl}-N-(1,1-dioxo-1H-1λ6-benzo[d]isothiazol-3-yl)amine). The yield is 11.2%. As a reaction SMILES: [S:1]1(=[O:12])(=[O:11])[C:5]2[CH:6]=[CH:7][CH:8]=[CH:9][C:4]=2[C:3]([NH2:10])=[N:2]1.C(=O)([O-])[O-].[Cs+].[Cs+].CS(O[CH:24]1[CH2:27][N:26]([CH:28]([C:36]2[CH:41]=[CH:40][C:39]([Cl:42])=[CH:38][CH:37]=2)[C:29]2[CH:34]=[CH:33][C:32]([Cl:35])=[CH:31][CH:30]=2)[CH2:25]1)(=O)=O>CN(C)C=O>[Cl:42][C:39]1[CH:40]=[CH:41][C:36]([CH:28]([C:29]2[CH:30]=[CH:31][C:32]([Cl:35])=[CH:33][CH:34]=2)[N:26]2[CH2:27][CH:24]([NH:10][C:3]3[C:4]4[CH:9]=[CH:8][CH:7]=[CH:6][C:5]=4[S:1](=[O:11])(=[O:12])[N:2]=3)[CH2:25]2)=[CH:37][CH:38]=1 |f:1.2.3|. Reported procedure: 182 mg of 1,2-benzisothiazol-3-amine 1,1-dioxide and 326 mg of cesium carbonate are added to 386 mg of 1-[bis(4-chlorophenyl)methyl]azetidin-3-yl methylsulfonate in solution in 10 cm3 of dimethylformamide. The reaction medium is then stirred at 100° C. for 9 hours and then concentrated under reduced pressure (2.7 kPa). The residue is washed four times with 5 cm3 of boiling distilled water, disintegrated by stirring in 5 cm3 of distilled water at room temperature and then recovered by filtration ...